Dataset: the Open Reaction Database (ORD), a public repository of structured organic reaction records. Task: describe an organic reaction: reactants, conditions, products, and yield Starting materials: O=C1c2ccccc2C(=O)N1CCCBr, CCCC[O-], CN(C)P(=O)(N(C)C)N(C)C, CCOC(C)=O, CN1CCC23c4c5ccc(O)c4OC2C(O)C=CC3C1C5, [K]. The product is CN1CCC23c4c5ccc(OCCCN6C(=O)c7ccccc7C6=O)c4OC2C(O)C=CC3C1C5. Reaction SMILES: [Br:28][CH2:29][CH2:30][CH2:31][N:32]1[C:33](=[O:42])[c:34]2[c:35]([cH:38][cH:39][cH:40][cH:41]2)[C:36]1=[O:37].[CH3:23][CH2:24][CH2:25][CH2:26][O-:27].[CH3:43][N:44]([P:45]([N:46]([CH3:47])[CH3:48])([N:49]([CH3:50])[CH3:51])=[O:52])[CH3:53].[CH3:54][CH2:55][O:56][C:57](=[O:58])[CH3:59].[CH:1]12[CH:2]=[CH:3][CH:4]([OH:5])[CH:6]3[O:7][c:8]4[c:9]([OH:10])[cH:11][cH:12][c:13]5[c:21]4[C:20]13[CH2:19][CH2:18][N:16]([CH3:17])[CH:15]2[CH2:14]5.[K:22]>>[CH:1]12[CH:2]=[CH:3][CH:4]([OH:5])[CH:6]3[O:7][c:8]4[c:9]([O:10][CH2:29][CH2:30][CH2:31][N:32]5[C:33](=[O:42])[c:34]6[c:35]([cH:38][cH:39][cH:40][cH:41]6)[C:36]5=[O:37])[cH:11][cH:12][c:13]5[c:21]4[C:20]13[CH2:19][CH2:18][N:16]([CH3:17])[CH:15]2[CH2:14]5.